This data is from the Open Reaction Database (ORD), a public repository of structured organic reaction records. The task is: describe an organic reaction: reactants, conditions, products, and yield Reactants: ClC(Cl)(Cl)Cl, COc1nc(Cl)c(Cl)cc1Cl, O=S(=O)(Cl)Cl. Yields the product ClCOc1nc(Cl)c(Cl)cc1Cl. Reaction SMILES: [C:17]([Cl:18])([Cl:19])([Cl:20])[Cl:21].[CH3:1][O:2][c:3]1[n:4][c:5]([Cl:11])[c:6]([Cl:10])[cH:7][c:8]1[Cl:9].[S:12]([Cl:13])(=[O:14])([Cl:15])=[O:16]>>[CH2:1]([O:2][c:3]1[n:4][c:5]([Cl:11])[c:6]([Cl:10])[cH:7][c:8]1[Cl:9])[Cl:15]. The reactants are BrC1=CC=2N(C=C1)N=C(N2)N(C)CC (7-bromo-N-ethyl-N-methyl-[1,2,4]triazolo[1,5-a]pyridin-2-amine), C(N)(OC(C)(C)C)=O (tert-butyl carbamate), C([O-])([O-])=O.[Cs+].[Cs+] (cesium carbonate), C1(=CC=CC=C1)P(C1=CC=CC=2C(C3=CC=CC(=C3OC12)P(C1=CC=CC=C1)C1=CC=CC=C1)(C)C)C1=CC=CC=C1 (4,5-bis(diphenylphosphino)-9,9-dimethylxanthene), crude material. Reagents/catalysts: [Pd].[Pd].C(C1=CC=CC=C1)=CC(=O)C=CC1=CC=CC=C1.C(C1=CC=CC=C1)=CC(=O)C=CC1=CC=CC=C1.C(C1=CC=CC=C1)=CC(=O)C=CC1=CC=CC=C1 (tris(dibenzylideneacetone) dipalladium(0)). Run in O1CCOCC1 (dioxane). Conditions: temperature 100 celsius, time 2.5 day. The product is C(C)(C)(C)OC(NC1=CC=2N(C=C1)N=C(N2)N(C)CC)=O ([2-(ethyl-methyl-amino)-[1,2,4]triazolo[1,5-a]pyridin-7-yl]-carbamic acid tert-butyl ester). Yield: 81.3%. Reaction SMILES: Br[C:2]1[CH:7]=[CH:6][N:5]2[N:8]=[C:9]([N:11]([CH2:13][CH3:14])[CH3:12])[N:10]=[C:4]2[CH:3]=1.[C:15](=[O:22])([O:17][C:18]([CH3:21])([CH3:20])[CH3:19])[NH2:16].C(=O)([O-])[O-].[Cs+].[Cs+].C1(P(C2C=CC=CC=2)C2C3OC4C(=CC=CC=4P(C4C=CC=CC=4)C4C=CC=CC=4)C(C)(C)C=3C=CC=2)C=CC=CC=1>O1CCOCC1.[Pd].[Pd].C(=CC(C=CC1C=CC=CC=1)=O)C1C=CC=CC=1.C(=CC(C=CC1C=CC=CC=1)=O)C1C=CC=CC=1.C(=CC(C=CC1C=CC=CC=1)=O)C1C=CC=CC=1>[C:18]([O:17][C:15](=[O:22])[NH:16][C:2]1[CH:7]=[CH:6][N:5]2[N:8]=[C:9]([N:11]([CH2:13][CH3:14])[CH3:12])[N:10]=[C:4]2[CH:3]=1)([CH3:21])([CH3:20])[CH3:19] |f:2.3.4,7.8.9.10.11|. Procedure: To an argon purged solution of 7-bromo-N-ethyl-N-methyl-[1,2,4]triazolo[1,5-a]pyridin-2-amine (549 mg, 2.15 mmol) in dioxane (20.6 ml) were added tert-butyl carbamate (303 mg, 2.58 mmol), cesium carbonate (982 mg, 3.01 mmol), tris(dibenzylideneacetone) dipalladium(0) (39.4 mg, 43.0 μmol) and 4,5-bis(diphenylphosphino)-9,9-dimethylxanthene (49.8 mg, 86.1 mmol). The resulting mixture was heated to 100° C. and stirred for 2.5 days (weekend) under argon atmosphere. The crude material was applied on ... The reactants are O (Water), aqueous solution, [OH-].[Na+] (sodium hydroxide), [F-].C(CCC)[N+](CCCC)(CCCC)CCCC (tetrabutylammonium fluoride), C(C1=CC=CC=C1)O[C@H]1[C@@H](O[C@@H]([C@H]([C@@H]1OCC1=CC=CC=C1)OCC1=CC=CC=C1)COCC1=CC=CC=C1)C1=CC(=CC=C1)CO[Si](C1=CC=CC=C1)(C1=CC=CC=C1)C(C)(C)C ((1S)-1,5-anhydro-2,3,4,6-tetra-O-benzyl-1-[3-([[t-butyl(diphenyl)silyl]oxy]methyl) phenyl]-D-glucitol). The solvent is C1CCOC1 (THF), C1CCOC1 (THF). Conditions: time 2 hour. Product: C(C1=CC=CC=C1)O[C@H]1[C@@H](O[C@@H]([C@H]([C@@H]1OCC1=CC=CC=C1)OCC1=CC=CC=C1)COCC1=CC=CC=C1)C1=CC(=CC=C1)CO ((1S)-1,5-anhydro-2,3,4,6-tetra-O-benzyl-1-[3-(hydroxymethyl)phenyl]-D-glucitol). Isolated yield 56.7%. Reaction SMILES: [F-].C([N+](CCCC)(CCCC)CCCC)CCC.[CH2:19]([O:26][C@@H:27]1[C@@H:32]([O:33][CH2:34][C:35]2[CH:40]=[CH:39][CH:38]=[CH:37][CH:36]=2)[C@H:31]([O:41][CH2:42][C:43]2[CH:48]=[CH:47][CH:46]=[CH:45][CH:44]=2)[C@@H:30]([CH2:49][O:50][CH2:51][C:52]2[CH:57]=[CH:56][CH:55]=[CH:54][CH:53]=2)[O:29][C@H:28]1[C:58]1[CH:63]=[CH:62][CH:61]=[C:60]([CH2:64][O:65][Si](C(C)(C)C)(C2C=CC=CC=2)C2C=CC=CC=2)[CH:59]=1)[C:20]1[CH:25]=[CH:24][CH:23]=[CH:22][CH:21]=1.[OH-].[Na+].O>C1COCC1>[CH2:19]([O:26][C@@H:27]1[C@@H:32]([O:33][CH2:34][C:35]2[CH:36]=[CH:37][CH:38]=[CH:39][CH:40]=2)[C@H:31]([O:41][CH2:42][C:43]2[CH:48]=[CH:47][CH:46]=[CH:45][CH:44]=2)[C@@H:30]([CH2:49][O:50][CH2:51][C:52]2[CH:57]=[CH:56][CH:55]=[CH:54][CH:53]=2)[O:29][C@H:28]1[C:58]1[CH:63]=[CH:62][CH:61]=[C:60]([CH2:64][OH:65])[CH:59]=1)[C:20]1[CH:25]=[CH:24][CH:23]=[CH:22][CH:21]=1 |f:0.1,3.4|. Procedure details: A 1.0 M THF solution of tetrabutylammonium fluoride (3.8 ml) was added to a solution of (1S)-1,5-anhydro-2,3,4,6-tetra-O-benzyl-1-[3-([[t-butyl(diphenyl)silyl]oxy]methyl) phenyl]-D-glucitol (1.7 g) in THF (10.0 ml) at room temperature and the mixture was stirred for two hours. 10% aqueous solution of sodium hydroxide (3.0 ml) was further added to the reaction mixture and the mixture was refluxed with stirring for one hour. Water was added to the reaction mixture and the mixture was extracted wit... Reactants: CC(=O)OCCOc1ncnc(NS(=O)(=O)c2ccc(C)cc2)c1CCc1ccccc1, O=C([O-])[O-], CO, [K+], [K+]. Yields the product Cc1ccc(S(=O)(=O)Nc2ncnc(OCCO)c2CCc2ccccc2)cc1. Reaction SMILES: [C:1](=[O:2])([CH3:3])[O:4][CH2:5][CH2:6][O:7][c:8]1[n:9][cH:10][n:11][c:12]([NH:22][S:23](=[O:24])(=[O:25])[c:26]2[cH:27][cH:28][c:29]([CH3:32])[cH:30][cH:31]2)[c:13]1[CH2:14][CH2:15][c:16]1[cH:17][cH:18][cH:19][cH:20][cH:21]1.[C:33](=[O:34])([O-:35])[O-:36].[CH3:39][OH:40].[K+:37].[K+:38]>>[OH:4][CH2:5][CH2:6][O:7][c:8]1[n:9][cH:10][n:11][c:12]([NH:22][S:23](=[O:24])(=[O:25])[c:26]2[cH:27][cH:28][c:29]([CH3:32])[cH:30][cH:31]2)[c:13]1[CH2:14][CH2:15][c:16]1[cH:17][cH:18][cH:19][cH:20][cH:21]1. Starting materials: ClC1=NC=C(C(=O)C2=CC=C(CSC=3N(C(C4=C(N3)C=CS4)=O)C)C=C2)C=C1 (2-[4-(6-chloronicotinoyl]benzylthio]-3-methylthieno[3,2-d]pyrimidin-4(3H)-one), N1(CCCCC1)C1CCNCC1 (4-piperidinopiperidine). Run in N1=CC=CC=C1 (pyridine). The product is Cl.CN1C(=NC2=C(C1=O)SC=C2)SCC2=CC=C(C=C2)C(C2=CN=C(C=C2)N2CCC(CC2)N2CCCCC2)=O (3-Methyl-2-[4-[6-(4-piperidinopiperidinyl)nicotinoyl]benzylthio]thieno[3,2-d]pyrimidin-4(3H)-one hydrochloride). The yield is 62.7%. As a reaction SMILES: [Cl:1][C:2]1[CH:28]=[CH:27][C:5]([C:6]([C:8]2[CH:26]=[CH:25][C:11]([CH2:12][S:13][C:14]3[N:15]([CH3:24])[C:16](=[O:23])[C:17]4[S:22][CH:21]=[CH:20][C:18]=4[N:19]=3)=[CH:10][CH:9]=2)=[O:7])=[CH:4][N:3]=1.[N:29]1([CH:35]2[CH2:40][CH2:39][NH:38][CH2:37][CH2:36]2)[CH2:34][CH2:33][CH2:32][CH2:31][CH2:30]1>N1C=CC=CC=1>[ClH:1].[CH3:24][N:15]1[C:16](=[O:23])[C:17]2[S:22][CH:21]=[CH:20][C:18]=2[N:19]=[C:14]1[S:13][CH2:12][C:11]1[CH:25]=[CH:26][C:8]([C:6](=[O:7])[C:5]2[CH:27]=[CH:28][C:2]([N:38]3[CH2:39][CH2:40][CH:35]([N:29]4[CH2:34][CH2:33][CH2:32][CH2:31][CH2:30]4)[CH2:36][CH2:37]3)=[N:3][CH:4]=2)=[CH:9][CH:10]=1 |f:3.4|. Procedure: A solution of 2-[4-(6-chloronicotinoyl]benzylthio]-3-methylthieno[3,2-d]pyrimidin-4(3H)-one (427 mg) and 4-piperidinopiperidine (202 mg) in pyridine (10 ml) was stirred at 80° C. for 10 hours. This reaction mixture was concentrated, the residue was dissolved in chloroform, and the solution was washed with water, dried, and concentrated. The residue was purified by silica gel column chromatography (chloroform: methanol: aqueous ammonia=50:1:0.1) and treated with HCl/ethyl acetate for conversion t... Reactants: BrCC1=CC(=NO1)C(=O)C1=CC=C(C=C1)F ((5-bromomethylisoxazol-3-yl)-4-fluorophenylmethanone), C1(=CC=CC=C1)N1CCNCC1 (N-phenylpiperazine). Solvent: CCOCC (Et2O), CC(=O)C.CCOCC (acetone Et2O). Reaction conditions: time 24 hour. Yields the product C1(=CC=CC=C1)N1CCN(CC1)CC1=CC(=NO1)C(=O)C1=CC=C(C=C1)F ([5-(4-Phenylpiperazin-1-yl)methylisoxazol-3-yl]-4-fluorophenylmethanone). Yield: 115.6%. Reaction SMILES: Br[CH2:2][C:3]1[O:7][N:6]=[C:5]([C:8]([C:10]2[CH:15]=[CH:14][C:13]([F:16])=[CH:12][CH:11]=2)=[O:9])[CH:4]=1.[C:17]1([N:23]2[CH2:28][CH2:27][NH:26][CH2:25][CH2:24]2)[CH:22]=[CH:21][CH:20]=[CH:19][CH:18]=1>CCOCC.CC(C)=O.CCOCC>[C:17]1([N:23]2[CH2:28][CH2:27][N:26]([CH2:2][C:3]3[O:7][N:6]=[C:5]([C:8]([C:10]4[CH:15]=[CH:14][C:13]([F:16])=[CH:12][CH:11]=4)=[O:9])[CH:4]=3)[CH2:25][CH2:24]2)[CH:22]=[CH:21][CH:20]=[CH:19][CH:18]=1 |f:3.4|. Procedure details: A solution of 3.7 g of (5-bromomethylisoxazol-3-yl)-4-fluorophenylmethanone in 100 ml of Et2O was added dropwise to a solution of 5.2 g of N-phenylpiperazine in 400 ml of 20% acetone/Et2O. The resulting mixture was stirred at room temperature for 24 hours. This mixture was filtered and the solution was washed with water (2×200 ml) and saturated NaCl, and dried over MgSO4. Concentration of the product gave 5.5 g of a solid which was dissolved in 100 ml of CH2Cl2 and stirred with 5 g of SiO2. This... Product: ClC=1C=CC(=C(C1)NS(=O)(=O)C1=CC=C(C=C1)I)SC (N-[5-chloro-2-(methylthio)phenyl]-4-iodobenzenesulfonamide). The reactants are ClC=1C=CC(=C(N)C1)SC (5-chloro-2-(methylthio)aniline), IC1=CC=C(C=C1)S(=O)(=O)Cl (4-iodo-benzenesulfonyl chloride). Procedure details: Following General Procedure B, the title compound was prepared from 5-chloro-2-(methylthio)aniline and 4-iodo-benzenesulfonyl chloride. RXN SMILES: [Cl:1][C:2]1[CH:3]=[CH:4][C:5]([S:9][CH3:10])=[C:6]([CH:8]=1)[NH2:7].[I:11][C:12]1[CH:17]=[CH:16][C:15]([S:18](Cl)(=[O:20])=[O:19])=[CH:14][CH:13]=1>>[Cl:1][C:2]1[CH:3]=[CH:4][C:5]([S:9][CH3:10])=[C:6]([NH:7][S:18]([C:15]2[CH:16]=[CH:17][C:12]([I:11])=[CH:13][CH:14]=2)(=[O:20])=[O:19])[CH:8]=1. Starting materials: O (water), C1(=CC=CC=C1)C1CNC2=CC=CC=C12 (3-phenylindoline), C(C)(=O)OC(C)=O (acetic anhydride), [OH-].[Na+] (sodium hydroxide). Conditions: time 10 minute. Yields the product C(C)(=O)N1CC(C2=CC=CC=C12)C1=CC=CC=C1 (N-acetyl-3-phenylindoline). RXN SMILES: [C:1]1([CH:7]2[C:15]3[C:10](=[CH:11][CH:12]=[CH:13][CH:14]=3)[NH:9][CH2:8]2)[CH:6]=[CH:5][CH:4]=[CH:3][CH:2]=1.O.[OH-].[Na+].[C:19](OC(=O)C)(=[O:21])[CH3:20]>>[C:19]([N:9]1[C:10]2[C:15](=[CH:14][CH:13]=[CH:12][CH:11]=2)[CH:7]([C:1]2[CH:2]=[CH:3][CH:4]=[CH:5][CH:6]=2)[CH2:8]1)(=[O:21])[CH3:20] |f:2.3|. Procedure: 1.0 G of 3-phenylindoline was dissolved in 10 ml of acetic anhydride at room temperature. After 10 minutes, the reaction mixture was poured into 100 ml of water, slightly basified with aqueous sodium hydroxide and extracted with methylene chloride. After removal of the methylenechloride, the residue was recrystallized from cyclohexane to give 1.15 g of the desired N-acetyl-3-phenylindoline which was found to have a 106°-7° C.